This data is from the Open Reaction Database (ORD), a public repository of structured organic reaction records. The task is: describe an organic reaction: reactants, conditions, products, and yield Starting materials: [OH-].[Li+] (lithium hydroxide), OC1=C(SC=C1)C(=O)OC (methyl 3-hydroxy-thiophene-2-carboxylate). The solvent is O (water), O1CCCC1 (tetrahydrofuran), CO (methanol). Run at temperature 22 celsius, time 18 hour. The product is OC1=C(SC=C1)C(=O)O (3-Hydroxy-thiophene-2-carboxylic acid). RXN SMILES: [OH:1][C:2]1[CH:6]=[CH:5][S:4][C:3]=1[C:7]([O:9]C)=[O:8].[OH-].[Li+]>O1CCCC1.CO.O>[OH:1][C:2]1[CH:6]=[CH:5][S:4][C:3]=1[C:7]([OH:9])=[O:8] |f:1.2|. Reported procedure: 10.0 g of methyl 3-hydroxy-thiophene-2-carboxylate were dissolved in a mixture of 90 ml of tetrahydrofuran (THF) and 90 ml of methanol, and a solution of 25.2 g of lithium hydroxide in 25 ml of water was added. The reaction mixture was stirred at 22° C. for 18 h and then heated at 55° C. for 6 h. The reaction mixture was concentrated to 50 ml in a rotary evaporator, acidified to pH=1 with 2 molar hydrochloric acid and extracted 3 times with 50 ml of t-butyl methyl ether each time. The combined o... Starting materials: [Zn] (zinc), BrCC=1C=C(C(=CC1)C1=CC=CC=C1)C(=O)OC (methyl 4-(bromomethyl)(1,1'-biphenyl)-2-carboxylate), ClC1=NC(=NC2=CC=CC=C12)C1=CC=CC=C1 (4-chloro-2-phenyl-quinazoline), water ice acetic acid. The solvent is O1CCCC1 (tetrahydrofuran). Conditions: time 6 hour. Yields the product [Br-].COC(=O)C1=C(C=CC=C1)C1=CC=C(C=C1)C[Zn+] ([[2'-(methoxycarbonyl)(1,1'-biphenyl)-4-yl]-methyl]zinc bromide). RXN SMILES: [Zn:1].[Br:2]C[C:4]1[CH:5]=[C:6]([C:16]([O:18][CH3:19])=[O:17])[C:7](C2C=CC=CC=2)=[CH:8][CH:9]=1.ClC1C2C(=CC=CC=2)N=[C:23]([C:31]2[CH:36]=[CH:35][CH:34]=[CH:33][CH:32]=2)N=1>O1CCCC1>[Br-:2].[CH3:19][O:18][C:16]([C:6]1[CH:7]=[CH:8][CH:9]=[CH:4][C:5]=1[C:34]1[CH:33]=[CH:32][C:31]([CH2:23][Zn+:1])=[CH:36][CH:35]=1)=[O:17] |f:4.5|. Procedure details: [[2'-(methoxycarbonyl)(1,1'-biphenyl)-4-yl]-methyl]zinc bromide was prepared in advance from 400 mg of zinc in 1 ml of tetrahydrofuran and 1.53 g of methyl 4-(bromomethyl)(1,1'-biphenyl)-2-carboxylate (KNOCHEL, J. Org. Chem., 1988, Vo. 53, p. 5789 to 5791) and 240.69 mg of 4-chloro-2-phenyl-quinazoline and 115 mg of palladium tetrakis(triphenyl-phosphine) complex were added to the solution. The mixture stood at 50° C. for 6 hours and the reaction medium was poured into a water/ice/acetic acid mi... Starting materials: C(C1=CC=CC=C1)OCCCC=O (4-benzyloxybutanal), [Cl-].C[NH2+]C (dimethylammonium chloride), C=O (formaldehyde). Conditions: time 1 hour. The product is C(C1=CC=CC=C1)OCCC(C=O)=C (4-benzyloxy-2-methylenebutanal). RXN SMILES: [CH2:1]([O:8][CH2:9][CH2:10][CH2:11][CH:12]=[O:13])[C:2]1[CH:7]=[CH:6][CH:5]=[CH:4][CH:3]=1.[Cl-].[CH3:15][NH2+]C.C=O>>[CH2:1]([O:8][CH2:9][CH2:10][C:11](=[CH2:15])[CH:12]=[O:13])[C:2]1[CH:7]=[CH:6][CH:5]=[CH:4][CH:3]=1 |f:1.2|. Procedure details: 8.0 g (44.9 mmol) of 4-benzyloxybutanal, 4.12 g (50.6 mmol) of dimethylammonium chloride and 3.95 ml (52.6 mmol) of 37% formaldehyde solution are kept at a bath temperature of 110° for one hour with stirring. The mixture is allowed to cool and is extracted three times with ether. The organic phases are washed with saturated sodium chloride solution, combined, dried over MgSO4, filtered and concentrated by evaporation. 4-benzyloxy-2-methylenebutanal is obtained in the form of a yellowish oil whic... Reactants: IC1=C(CCNC(C)=O)C=CC=C1 (N-(2-iodophenethyl)acetamide), C(=O)(C(=O)Cl)Cl ((COCl)2), IC1=C2CCN3C(C2=CC=C1)(OC(C3=O)=O)C (7-iodo-10b-methyl-5,6-dihydro-2H-oxazolo[2,3-a]isoquinoline-2,3(10bH)-dione), FeCl3, Cl (HCl). Run in C(Cl)Cl (DCM). Reaction conditions: time 45 minute. Product: IC1=C2CCN=C(C2=CC=C1)C (5-iodo-1-methyl-3,4-dihydroisoquinoline). Reaction SMILES: [I:1][C:2]1[CH:11]=[CH:10][CH:9]=[C:8]2[C:3]=1[CH2:4][CH2:5][N:6]1C(=O)C(=O)O[C:7]12[CH3:17].IC1C=CC=CC=1CCNC(=O)C.C(Cl)(C(Cl)=O)=O.Cl>C(Cl)Cl>[I:1][C:2]1[CH:11]=[CH:10][CH:9]=[C:8]2[C:3]=1[CH2:4][CH2:5][N:6]=[C:7]2[CH3:17]. Procedure details: 7-iodo-10b-methyl-5,6-dihydro-2H-oxazolo[2,3-a]isoquinoline-2,3(10bH)-dione. A solution of N-(2-iodophenethyl)acetamide (16.0 g, 55.3 mmol) in DCM (600 mL) under N2, was treated dropwise with (COCl)2 (5.33 mL, 60.9 mmol). The reaction was stirred at RT for 45 min and then cooled to 0° C. FeCl3 (10.8 g, 66.4 mmol) was then added and the mixture was allowed to slowly warm to RT and stirred at RT for 18 h. An aq. solution of 2N HCl (50 mL) was added and the mixture was stirred for 2 h. The organic ... Reactants: OC1=CC=2C(C3=CC=CC=C3OC2C=C1)=O (2-hydroxyxanthone), C1=CC=CC=C1.CCO (benzene EtOH), BrCC(=O)OCC (ethyl bromoacetate), C([O-])([O-])=O.[K+].[K+] (potassium carbonate). Solvent: CC(=O)C (acetone), CN(C)C=O (DMF). Yields the product C(C)OC(COC1=CC=2C(C3=CC=CC=C3OC2C=C1)=O)=O (Ethyl(9-Oxoxanthen-2-oxy)acetate). As a reaction SMILES: [OH:1][C:2]1[CH:15]=[CH:14][C:13]2[O:12][C:11]3[C:6](=[CH:7][CH:8]=[CH:9][CH:10]=3)[C:5](=[O:16])[C:4]=2[CH:3]=1.Br[CH2:18][C:19]([O:21][CH2:22][CH3:23])=[O:20].C(=O)([O-])[O-].[K+].[K+].C1C=CC=CC=1.CCO>CC(C)=O.CN(C=O)C>[CH2:22]([O:21][C:19](=[O:20])[CH2:18][O:1][C:2]1[CH:15]=[CH:14][C:13]2[O:12][C:11]3[C:6](=[CH:7][CH:8]=[CH:9][CH:10]=3)[C:5](=[O:16])[C:4]=2[CH:3]=1)[CH3:23] |f:2.3.4,5.6|. Procedure: A mixture of 2-hydroxyxanthone (4.39 g, 20.6 mmol) prepared as described above, ethyl bromoacetate (4.5 mL, 40 mmol), and anhydrous potassium carbonate (16.6 g, 0.12 mol) in acetone (200 mL) plus DMF (10 mL) was refluxed for 6 hours. The cooled reaction mixture was filtered to remove inorganic salts, washed with acetone (2×50 mL), concentrated, and placed under hexane whereupon crystals formed. Yield: 4.87 g (79%), TLC: Rf 0.81 [one spot, benzene-EtOH (20:3)], m.p. 122°-123° C.; 1H-NMR (CDCl3, 2...